This data is from the Open Reaction Database (ORD), a public repository of structured organic reaction records. The task is: describe an organic reaction: reactants, conditions, products, and yield Reactants: NC=1C(=CC=C2CCCN(C12)C)C(=O)OC (methyl 8-amino-1-methyl-1,2,3,4-tetrahydroquinoline-7-carboxylate), BrBr (Br2). Run in C(Cl)Cl (CH2Cl2). Conditions: time 20 minute. Product: NC=1C(=CC(=C2CCCN(C12)C)Br)C(=O)OC (methyl 8-amino-5-bromo-1-methyl-1,2,3,4-tetrahydroquinoline-7-carboxylate). RXN SMILES: [NH2:1][C:2]1[C:3]([C:13]([O:15][CH3:16])=[O:14])=[CH:4][CH:5]=[C:6]2[C:11]=1[N:10]([CH3:12])[CH2:9][CH2:8][CH2:7]2.[Br:17]Br>C(Cl)Cl>[NH2:1][C:2]1[C:3]([C:13]([O:15][CH3:16])=[O:14])=[CH:4][C:5]([Br:17])=[C:6]2[C:11]=1[N:10]([CH3:12])[CH2:9][CH2:8][CH2:7]2. Procedure: To a solution of methyl 8-amino-1-methyl-1,2,3,4-tetrahydroquinoline-7-carboxylate (1.05 g, 4.77 mmol) in CH2Cl2 (19 mL) at 0° C. was added Br2 (1.0 M in CH2Cl2, 4.77 mL, 4.77 mmol). The mixture was warmed slowly to rt and stirred at rt for 20 min. The resulting solution was quenched with 10% aqueous Na2S2O3 (1 mL), basified with 10% aqueous Na2CO3, and extracted with CH2Cl2. The combined extracts were dried (Na2SO4) and concentrated to afford methyl 8-amino-5-bromo-1-methyl-1,2,3,4-tetrahydroqu... The reactants are C1(=CC=CC=C1)C (toluene), C1([C@H](O)[C@@H](O)[C@H](O)[C@@H](CO)O1)=O (D-(+)-glucono-1,5-lactone), CN1CCOCC1 (N-methylmorpholine), C[Si](C)(C)Cl (trimethylsilyl chloride). Solvent: O (water), O1CCCC1 (tetrahydrofuran). Reaction conditions: temperature 0 celsius, time 2 hour. Product: C[Si](OC1C(OC(C(C1O[Si](C)(C)C)O[Si](C)(C)C)CO[Si](C)(C)C)=O)(C)C (3,4,5-tris(trimethylsilyloxy)-6-trimethylsilyloxymethyl-tetrahydropyran-2-one). As a reaction SMILES: [C:1]1(=[O:12])[O:11][C@H:8]([CH2:9][OH:10])[C@@H:6]([OH:7])[C@H:4]([OH:5])[C@H:2]1[OH:3].CN1CCOCC1.[CH3:20][Si:21](Cl)([CH3:23])[CH3:22].C1(C)C=CC=CC=1>O1CCCC1.O>[CH3:20][Si:21]([CH3:23])([CH3:22])[O:3][CH:2]1[CH:4]([O:5][Si:21]([CH3:23])([CH3:22])[CH3:20])[CH:6]([O:7][Si:21]([CH3:23])([CH3:22])[CH3:20])[CH:8]([CH2:9][O:10][Si:21]([CH3:23])([CH3:22])[CH3:20])[O:11][C:1]1=[O:12]. Procedure: To a solution of D-(+)-glucono-1,5-lactone (7.88 kg) and N-methylmorpholine (35.8 kg) in tetrahydrofuran (70 kg) was added trimethylsilyl chloride (29.1 kg) at 40° C. or below, and then the mixture was stirred at a temperature from 30° C. to 40° C. for 2 hours. After the mixture was cooled to 0° C., toluene (34 kg) and water (39 kg) were added thereto. The organic layer was separated and washed with an aqueous solution of 5% sodium dihydrogen phosphate (39.56 kg×2) and water (39 kg×1). The solve... Starting materials: C(C1=CC=CC=C1)N1CCC(CC1)(C1=CC2=C(C=C1)OCO2)O (1-benzyl-4-hydroxy-4-(3.4-methylene dioxy phenyl)-piperidine), alcohol, 4-N, Cl (hydrochloric acid). The reagents and catalysts are [Pd] (palladium/carbon). The solvent is CO (methanol). Yields the product OC1(CCNCC1)C1=CC2=C(C=C1)OCO2 (4-Hydroxy-4-(3.4-methylene dioxy phenyl)-piperidine). As a reaction SMILES: C([N:8]1[CH2:13][CH2:12][C:11]([OH:23])([C:14]2[CH:19]=[CH:18][C:17]3[O:20][CH2:21][O:22][C:16]=3[CH:15]=2)[CH2:10][CH2:9]1)C1C=CC=CC=1.Cl>[Pd].CO>[OH:23][C:11]1([C:14]2[CH:19]=[CH:18][C:17]3[O:20][CH2:21][O:22][C:16]=3[CH:15]=2)[CH2:12][CH2:13][NH:8][CH2:9][CH2:10]1. Reported procedure: 39.4 g. 1-benzyl-4-hydroxy-4-(3.4-methylene dioxy phenyl)-piperidine are dissolved in 400 ml. methanol and the solution is mixed with 30 ml. 4-N hydrochloric acid. To this mixture is then added 3 g. of a palladium/carbon catalyst which has been suspended in 60 ml. alcohol. The mixture is hydrogenized at 35° - 40°C under normal pressure. After 3300 ml. hydrogen has been absorbed, hydrogenation is stopped and the cataylst is removed from the mixture by filtering. The mother liquor is heavily conce... Starting materials: CN1C2=C(C=3C=CC=CC13)C(CC2)=O (4-methyl-3,4-dihydrocyclopent[b]indol-1(2H)-one), [I-].CC=[N+]=CC (N,N-dimethylmethyleneammonium iodide), C(CCC)[Li] (Butyllithium), C(C)(C)NC(C)C (diisopropylamine). The solvent is C1CCOC1 (THF), C1CCOC1 (THF). Conditions: time 10 minute. Yields the product CN(C)CC1C(C2=C(N(C=3C=CC=CC23)C)C1)=O (2-[(Dimethylamino)methyl]-3,4-dihydro-4-methylcyclopent[b]indol-1(2H)-one). Reaction SMILES: C([Li])CCC.[CH:6]([NH:9][CH:10](C)C)(C)C.[CH3:13][N:14]1[C:22]2[CH:21]=[CH:20][CH:19]=[CH:18][C:17]=2[C:16]2[C:23](=[O:26])[CH2:24][CH2:25][C:15]1=2.[I-].[CH3:28]C=[N+]=CC>C1COCC1>[CH3:6][N:9]([CH2:10][CH:24]1[CH2:25][C:15]2[N:14]([CH3:13])[C:22]3[CH:21]=[CH:20][CH:19]=[CH:18][C:17]=3[C:16]=2[C:23]1=[O:26])[CH3:28] |f:3.4|. Reported procedure: Butyllithium (1.6M in hexane; 3.4 ml) was added dropwise, under nitrogen, at 0° to a stirred solution of diisopropylamine (0.76 ml) in THF (15 ml) and the resulting solution was stirred at 0° for 10 min. before cooling to -78°. A solution of 4-methyl-3,4-dihydrocyclopent[b]indol-1(2H)-one (1 g) in THF (120 ml) was added dropwise at -78° to -70° and the resulting solution was stirred at ca. -78° for 10 min. before N,N-dimethylmethyleneammonium iodide (ca. 1 g) was added. The resulting mixture was...